Dataset: the Open Reaction Database (ORD), a public repository of structured organic reaction records. Task: describe an organic reaction: reactants, conditions, products, and yield Starting materials: [Si](C)(C)(C(C)(C)C)OCC1(CC=2N(CCS1)C(=NN2)C2(CC2)C2=CC=C(C=C2)C2=CC=CC(=N2)C#N)C (6-(4-{1-[8-({[Tert-butyl(dimethyl)silyl]oxy}methyl)-8-methyl-5,6,8,9-tetrahydro[1,2,4]triazolo[4,3-d][1,4]thiazepin-3-yl]cyclopropyl}phenyl)pyridine-2-carbonitrile), Cl (hydrochloric acid). The solvent is CO (methanol). Yields the product OCC1(CC=2N(CCS1)C(=NN2)C2(CC2)C2=CC=C(C=C2)C2=CC=CC(=N2)C#N)C (6-(4-{1-[8-(hydroxymethyl)-8-methyl-5,6,8,9-tetrahydro[1,2,4]triazolo[4,3-d][1,4]thiazepin-3-yl]cyclopropyl}phenyl)pyridine-2-carbonitrile). The yield is 90.9%. As a reaction SMILES: [Si]([O:8][CH2:9][C:10]1([CH3:37])[S:16][CH2:15][CH2:14][N:13]2[C:17]([C:20]3([C:23]4[CH:28]=[CH:27][C:26]([C:29]5[N:34]=[C:33]([C:35]#[N:36])[CH:32]=[CH:31][CH:30]=5)=[CH:25][CH:24]=4)[CH2:22][CH2:21]3)=[N:18][N:19]=[C:12]2[CH2:11]1)(C(C)(C)C)(C)C.Cl>CO>[OH:8][CH2:9][C:10]1([CH3:37])[S:16][CH2:15][CH2:14][N:13]2[C:17]([C:20]3([C:23]4[CH:28]=[CH:27][C:26]([C:29]5[N:34]=[C:33]([C:35]#[N:36])[CH:32]=[CH:31][CH:30]=5)=[CH:25][CH:24]=4)[CH2:22][CH2:21]3)=[N:18][N:19]=[C:12]2[CH2:11]1. Procedure details: A solution of the compound (466 mg, 0.88 mmol) obtained in Example 41-1) and 4 M hydrochloric acid (1,4-dioxane solution, 1 mL) in methanol (4 mL) was stirred at room temperature for 16 h. The reaction mixture was concentrated under reduced pressure, saturated aqueous sodium hydrogencarbonate was added to the residue, the mixture was extracted with dichloromethane, and the organic layer was washed with saturated sodium chloride solution and dried with anhydrous sodium sulfate. After filtration, ...